This data is from the Open Reaction Database (ORD), a public repository of structured organic reaction records. The task is: describe an organic reaction: reactants, conditions, products, and yield Starting materials: quartz, ( E ), NC1=C(C=C(C=C1)Cl)C=C(C(=O)OCC)C (ethyl 3-(2-amino-5-chlorophenyl)-2-methyl-2-propenate). Solvent: C(C)O (ethanol). The product is ClC=1C=C2C=C(C(NC2=CC1)=O)C (6-chloro-3-methylcarbostyril). As a reaction SMILES: [NH2:1][C:2]1[CH:7]=[CH:6][C:5]([Cl:8])=[CH:4][C:3]=1[CH:9]=[C:10]([CH3:16])[C:11](OCC)=[O:12]>C(O)C>[Cl:8][C:5]1[CH:4]=[C:3]2[C:2](=[CH:7][CH:6]=1)[NH:1][C:11](=[O:12])[C:10]([CH3:16])=[CH:9]2. Procedure details: In a 50-ml Erlenmeyer flask made of quartz, 0.5 g of (E) ethyl 3-(2-amino-5-chlorophenyl)-2-methyl-2-propenate was dissolved in 10 ml of ethanol; and, while being stirred, the mixture was irradiated with ultraviolet rays at 256 nm for 72 hours. The reaction liquid was concentrated under a reduced pressure, and the resulting crude crystal was recrystallized from ethanol, whereby the aimed compound was obtained. The reactants are Cl.NC[C@H]1CN(C(O1)=O)C1=CC=C(C=C1)N1C(COCC1)=O (4-{4-[(5S)-5-(aminomethyl)-2-oxo-1,3-oxazolidin-3-yl]phenyl}morpholin-3-one hydrochloride), C([O-])([O-])=O.[K+].[K+] (potassium carbonate). Run in C(C)O (ethanol). Run at temperature 27.5 celsius, time 2 hour. Product: NC[C@H]1CN(C(O1)=O)C1=CC=C(C=C1)N1C(COCC1)=O (4-{4-[(5S)-5-(aminomethyl)-2-oxo-1,3-oxazolidin-3-yl]phenyl}morpholin-3-one). RXN SMILES: Cl.[NH2:2][CH2:3][C@@H:4]1[O:8][C:7](=[O:9])[N:6]([C:10]2[CH:15]=[CH:14][C:13]([N:16]3[CH2:21][CH2:20][O:19][CH2:18][C:17]3=[O:22])=[CH:12][CH:11]=2)[CH2:5]1.C(=O)([O-])[O-].[K+].[K+]>C(O)C>[NH2:2][CH2:3][C@@H:4]1[O:8][C:7](=[O:9])[N:6]([C:10]2[CH:15]=[CH:14][C:13]([N:16]3[CH2:21][CH2:20][O:19][CH2:18][C:17]3=[O:22])=[CH:12][CH:11]=2)[CH2:5]1 |f:0.1,2.3.4|. Reported procedure: To a solution of 4-{4-[(5S)-5-(aminomethyl)-2-oxo-1,3-oxazolidin-3-yl]phenyl}morpholin-3-one hydrochloride (5.7 g) in ethanol (70 ml) added potassium carbonate (7.1 g) and the mixture was stirred 2 h at 25 to 30° C. then filtered to obtain 4-{4-[(5S)-5-(aminomethyl)-2-oxo-1,3-oxazolidin-3-yl]phenyl}morpholin-3-one (free base). In another flask charged solution of 5-chlorothiophene-2-carbonitrile (2.9 g) under nitrogen in ethanolic HCl (12 ml) and stirred for 5 h at room temperature till white pr... The reactants are C(C)(=O)N(C(C1=CC(=C(C=C1)OCCCCCCCCCCCCCC)OC)=O)CC1=NC=CC=C1 (N-Acetyl-3-methoxy-4-(tetradecyloxy)-N-(2-pyridinylmethyl)benzamide), C(C)I (ethyl iodide). Conditions: temperature 105 celsius. Yields the product [I-].C(C)(=O)N(C(C1=CC(=C(C=C1)OCCCCCCCCCCCCCC)OC)=O)CC1=[N+](C=CC=C1)CC (2-[[Acetyl[3-methoxy-4-(tetradecyloxy)benzoyl]amino]methyl]-1-ethylpyridinium iodide). The yield is 75.3%. Reaction SMILES: [C:1]([N:4]([CH2:30][C:31]1[CH:36]=[CH:35][CH:34]=[CH:33][N:32]=1)[C:5](=[O:29])[C:6]1[CH:11]=[CH:10][C:9]([O:12][CH2:13][CH2:14][CH2:15][CH2:16][CH2:17][CH2:18][CH2:19][CH2:20][CH2:21][CH2:22][CH2:23][CH2:24][CH2:25][CH3:26])=[C:8]([O:27][CH3:28])[CH:7]=1)(=[O:3])[CH3:2].[CH2:37]([I:39])[CH3:38]>>[I-:39].[C:1]([N:4]([CH2:30][C:31]1[CH:36]=[CH:35][CH:34]=[CH:33][N+:32]=1[CH2:37][CH3:38])[C:5](=[O:29])[C:6]1[CH:11]=[CH:10][C:9]([O:12][CH2:13][CH2:14][CH2:15][CH2:16][CH2:17][CH2:18][CH2:19][CH2:20][CH2:21][CH2:22][CH2:23][CH2:24][CH2:25][CH3:26])=[C:8]([O:27][CH3:28])[CH:7]=1)(=[O:3])[CH3:2] |f:2.3|. Procedure details: A mixture of 1.01 g of product from Example 49 and 15.83 g of ethyl iodide is heated at 105° C. for 23 hours. The reaction is concentrated in vacuo and triturated with diethyl ether to give 1.0 g of the desired product as yellow crystals. Starting materials: Br, Br, CC(=O)O, O=C1CCc2ccc([N+](=O)[O-])cc21. Yields the product O=C1c2cc([N+](=O)[O-])ccc2CC1Br. As a reaction SMILES: [Br:15].[BrH:14].[CH3:16][C:17](=[O:18])[OH:19].[N+:1](=[O:2])([O-:3])[c:4]1[cH:5][cH:6][c:7]2[c:11]([cH:12]1)[C:10](=[O:13])[CH2:9][CH2:8]2>>[N+:1](=[O:2])([O-:3])[c:4]1[cH:5][cH:6][c:7]2[c:11]([cH:12]1)[C:10](=[O:13])[CH:9]([Br:14])[CH2:8]2. Reactants: C(C=1C(N)=CC=CC1)(=O)O (anthranilic acid), C(C)(=O)OC(C)=O (acetic anhydride). Yields the product C(C)(=O)C=1ON=C2C=CC=CC12 (acetylanthranil), N=1OC=C2C=CC=CC12 (anthranil). Reaction SMILES: [C:1]([OH:10])(=O)[C:2]1[C:3](=[CH:5][CH:6]=[CH:7][CH:8]=1)[NH2:4].[C:11](OC(=O)C)(=[O:13])[CH3:12]>>[C:11]([C:1]1[O:10][N:4]=[C:3]2[C:2]=1[CH:8]=[CH:7][CH:6]=[CH:5]2)(=[O:13])[CH3:12].[N:4]1[O:10][CH:1]=[C:2]2[C:3]=1[CH:5]=[CH:6][CH:7]=[CH:8]2. Reported procedure: reacting a compound of the formula ##STR85## wherein L is a leaving group, with a hydroxylamine hydrochloride to form an isonitrosoacetanilide compound of the formula ##STR86## (2) treating the isonitrosoacetanilide compound of step (1) with acid, followed by addition of ice and purification with alcohol, to obtain an isatin compound of the formula ##STR87## (3) reacting the isatin compound of step (2) with an aqueous basic peroxide to form an anthranilic acid compound of the formula ##STR88## (...